This data is from the Open Reaction Database (ORD), a public repository of structured organic reaction records. The task is: describe an organic reaction: reactants, conditions, products, and yield The product is COC(=O)C1CCc2cc(F)cc(C(F)(F)F)c2O1. Reaction SMILES: [CH3:35][N:36]1[CH2:37][CH2:38][CH2:39][C:40]1=[O:41].[Cl:42][Fe:43]([Cl:44])[Cl:45].[ClH:28].[F-:26].[F:17][C:18]([F:19])([F:20])[Si:21]([CH3:22])([CH3:23])[CH3:24].[F:1][c:2]1[cH:3][c:4]([I:16])[c:5]2[c:6]([cH:15]1)[CH2:7][CH2:8][CH:9]([C:11](=[O:12])[O:13][CH3:14])[O:10]2.[I-:25].[K+:27].[O:30]=[CH:31][N:32]([CH3:33])[CH3:34].[OH2:29]>>[F:1][c:2]1[cH:3][c:4]([C:18]([F:17])([F:19])[F:20])[c:5]2[c:6]([cH:15]1)[CH2:7][CH2:8][CH:9]([C:11](=[O:12])[O:13][CH3:14])[O:10]2. The reactants are CN1CCCC1=O, Cl[Fe](Cl)Cl, Cl, [F-], C[Si](C)(C)C(F)(F)F, COC(=O)C1CCc2cc(F)cc(I)c2O1, [I-], [K+], CN(C)C=O, O. The reactants are CCOC(=O)COc1cc(Cl)c(-n2c(=O)[nH]c3c(OC)nc(C(C)OC(C)=O)nc32)cc1OCc1c(OC)ccc(F)c1F, COc1nc(C(C)OC(C)=O)nc(Cl)c1[N+](=O)[O-], CC[O-], CCO, Cl, CCOC(=O)COc1cc(Cl)c(N)cc1OCc1c(OC)ccc(F)c1F, CCOC(=O)COc1cc(Cl)c(N)cc1OCc1c(F)cccc1OC, [Na+]. Yields the product CCOC(=O)COc1cc(Cl)c(-n2c(=O)[nH]c3c(OC)nc(C(C)O)nc32)cc1OCc1c(OC)ccc(F)c1F. As a reaction SMILES: [C:1](=[O:2])([CH3:3])[O:4][CH:5]([CH3:6])[c:7]1[n:8][c:9]([O:43][CH3:44])[c:10]2[nH:11][c:12](=[O:42])[n:13](-[c:16]3[c:17]([Cl:41])[cH:18][c:19]([O:34][CH2:35][C:36](=[O:37])[O:38][CH2:39][CH3:40])[c:20]([O:22][CH2:23][c:24]4[c:25]([F:33])[c:26]([F:32])[cH:27][cH:28][c:29]4[O:30][CH3:31])[cH:21]3)[c:14]2[n:15]1.[C:45]([O:46][CH:47]([c:48]1[n:49][c:50]([Cl:51])[c:52]([N+:53]([O-:54])=[O:55])[c:56]([O:57][CH3:58])[n:59]1)[CH3:60])(=[O:61])[CH3:62].[CH3:117][CH2:118][O-:119].[CH3:121][CH2:122][OH:123].[ClH:120].[NH2:63][c:64]1[c:65]([Cl:66])[cH:67][c:68]([O:69][CH2:70][C:71]([O:72][CH2:73][CH3:74])=[O:75])[c:76]([O:77][CH2:78][c:79]2[c:80]([O:81][CH3:82])[cH:83][cH:84][c:85]([F:86])[c:87]2[F:88])[cH:89]1.[NH2:90][c:91]1[c:92]([Cl:93])[cH:94][c:95]([O:96][CH2:97][C:98]([O:99][CH2:100][CH3:101])=[O:102])[c:103]([O:104][CH2:105][c:106]2[c:107]([O:108][CH3:109])[cH:110][cH:111][cH:112][c:113]2[F:114])[cH:115]1.[Na+:116]>>[OH:4][CH:5]([CH3:6])[c:7]1[n:8][c:9]([O:43][CH3:44])[c:10]2[nH:11][c:12](=[O:42])[n:13](-[c:16]3[c:17]([Cl:41])[cH:18][c:19]([O:34][CH2:35][C:36](=[O:37])[O:38][CH2:39][CH3:40])[c:20]([O:22][CH2:23][c:24]4[c:25]([F:33])[c:26]([F:32])[cH:27][cH:28][c:29]4[O:30][CH3:31])[cH:21]3)[c:14]2[n:15]1. Product: OC1[C@H](O)[C@@H](O)[C@H](O)[C@H](O1)C(O)=O (GlcA). Reactants: OC1[C@@H]([C@@H](O)[C@@H](O)[C@H](O1)CO)NC(=O)C (GalNAc), C1=CN(C(=O)NC1=O)[C@H]2[C@@H]([C@@H]([C@H](O2)COP(=O)([O-])OP(=O)([O-])O[C@@H]3[C@@H]([C@H]([C@@H]([C@H](O3)C(=O)[O-])O)O)O)O)O.[Na+].[Na+].[Na+] (UDP-GlcA). Procedure details: Saccharide chain fractions were prepared in the same manner as that of (A) except that UDP-GlcA was used instead of UDP-GalNAc to prepare sample solutions for MS. Reaction SMILES: OC1O[C@H](CO)[C@H](O)[C@H](O)[C@H]1NC(C)=O.C1C(=O)NC(=O)N([C@@H]2O[C@H](COP(OP([O:38][C@H:39]3[O:44][C@H:43]([C:45]([O-:47])=[O:46])[C@@H:42]([OH:48])[C@H:41]([OH:49])[C@H:40]3[OH:50])([O-])=O)([O-])=O)[C@@H](O)[C@H]2O)C=1.[Na+].[Na+].[Na+]>>[OH:38][CH:39]1[O:44][C@H:43]([C:45](=[O:46])[OH:47])[C@@H:42]([OH:48])[C@H:41]([OH:49])[C@H:40]1[OH:50] |f:1.2.3.4|.